Dataset: the Open Reaction Database (ORD), a public repository of structured organic reaction records. Task: describe an organic reaction: reactants, conditions, products, and yield Reactants: O=C([O-])O, C=C1C(=CC(=O)OCC)CC(OC(C)OCC)C2OC(C)(C)OC12, CCOCC, CCO, [Na+], Cc1ccc(S(=O)(=O)[O-])cc1, c1cc[nH+]cc1. Yields the product C=C1C(=CC(=O)OCC)CC(O)C2OC(C)(C)OC12. As a reaction SMILES: [C:42](=[O:43])([O-:44])[OH:45].[CH2:1]=[C:2]1[C:3](=[CH:19][C:20](=[O:21])[O:22][CH2:23][CH3:24])[CH2:4][CH:5]([O:13][CH:14]([O:15][CH2:16][CH3:17])[CH3:18])[CH:6]2[CH:7]1[O:8][C:9]([CH3:11])([CH3:12])[O:10]2.[CH3:47][CH2:48][O:49][CH2:50][CH3:51].[CH3:52][CH2:53][OH:54].[Na+:46].[c:25]1([CH3:26])[cH:27][cH:28][c:29]([S:30]([O-:31])(=[O:32])=[O:33])[cH:34][cH:35]1.[nH+:36]1[cH:37][cH:38][cH:39][cH:40][cH:41]1>>[CH2:1]=[C:2]1[C:3](=[CH:19][C:20](=[O:21])[O:22][CH2:23][CH3:24])[CH2:4][CH:5]([OH:13])[CH:6]2[CH:7]1[O:8][C:9]([CH3:11])([CH3:12])[O:10]2. Starting materials: C(Cl)Cl.CO (CH2Cl2 MeOH), FC1=CC=C(C=C1)N1C(C2=CC=C(C=C2CC1)OCC1=CC=CC=C1)CC1=CC=C(C=C1)O (2-(4-fluorophenyl)-1-(4-hydroxybenzyl)-6-(phenylmethoxy)-1,2,3,4-tetrahydroisoquinoline), C([O-])([O-])=O.[K+].[K+] (potassium carbonate), ClCCC1N(CCCC1)C (2-(2-chloroethyl)-N-methyl piperidine). Solvent: CN(C)C=O (DMF), O (water). Yields the product FC1=CC=C(C=C1)N1C(C2=CC=C(C=C2CC1)OCC1=CC=CC=C1)CC1=CC=C(C=C1)OCCC1N(CCCC1)C (2-(4-Fluorophenyl)-1-(4-[2-(1-methyl(2-piperidyl))ethoxy]benzyl)-6-(phenylmethoxy)-1,2,3,4-tetrahydroisoquinoline). Yield: 6.7%. As a reaction SMILES: [F:1][C:2]1[CH:7]=[CH:6][C:5]([N:8]2[CH2:17][CH2:16][C:15]3[C:10](=[CH:11][CH:12]=[C:13]([O:18][CH2:19][C:20]4[CH:25]=[CH:24][CH:23]=[CH:22][CH:21]=4)[CH:14]=3)[CH:9]2[CH2:26][C:27]2[CH:32]=[CH:31][C:30]([OH:33])=[CH:29][CH:28]=2)=[CH:4][CH:3]=1.C(=O)([O-])[O-].[K+].[K+].Cl[CH2:41][CH2:42][CH:43]1[CH2:48][CH2:47][CH2:46][CH2:45][N:44]1[CH3:49].C(Cl)Cl.CO>CN(C=O)C.O>[F:1][C:2]1[CH:7]=[CH:6][C:5]([N:8]2[CH2:17][CH2:16][C:15]3[C:10](=[CH:11][CH:12]=[C:13]([O:18][CH2:19][C:20]4[CH:25]=[CH:24][CH:23]=[CH:22][CH:21]=4)[CH:14]=3)[CH:9]2[CH2:26][C:27]2[CH:28]=[CH:29][C:30]([O:33][CH2:41][CH2:42][CH:43]3[CH2:48][CH2:47][CH2:46][CH2:45][N:44]3[CH3:49])=[CH:31][CH:32]=2)=[CH:4][CH:3]=1 |f:1.2.3,5.6|. Procedure details: To a solution of 2-(4-fluorophenyl)-1-(4-hydroxybenzyl)-6-(phenylmethoxy)-1,2,3,4-tetrahydroisoquinoline (0.500 g, 1.14 mmol) in DMF (5 ml) was added potassium carbonate (0.236 g, 1.7 mmol) and the resulting mixture allowed to stir for twenty minutes. To the reaction mixture was added 2-(2-chloroethyl)-N-methyl piperidine (0.271 g, 1.37 mmol). The reaction was allowed to stir overnight. The reaction was diluted with water and extracted with ethyl acetate. The organic layer was washed with brine,... Reactants: CNS(=O)(=O)Cc1cccc(C#N)c1, C1CCOC1, Cl, [Na+], [OH-]. Yields the product CNS(=O)(=O)Cc1cccc(CN)c1. RXN SMILES: [C:1](#[N:2])[c:3]1[cH:4][c:5]([CH2:9][S:10](=[O:11])(=[O:12])[NH:13][CH3:14])[cH:6][cH:7][cH:8]1.[CH2:18]1[O:19][CH2:20][CH2:21][CH2:22]1.[ClH:15].[Na+:17].[OH-:16]>>[CH2:1]([NH2:2])[c:3]1[cH:4][c:5]([CH2:9][S:10](=[O:11])(=[O:12])[NH:13][CH3:14])[cH:6][cH:7][cH:8]1. The reactants are NC1=CC(=C(C(=C1)OC)C(C)=O)OC (1-(4-amino-2,6-dimethoxy-phenyl)-ethanone), C[Mg]Br (methyl magnesium bromide), [Cl-].[NH4+] (ammonium chloride). The solvent is O (water), O1CCCC1 (tetrahydrofuran). Reaction conditions: time 4 hour. Product: NC1=CC(=C(C(=C1)OC)C(C)(C)O)OC (2-(4-Amino-2,6-dimethoxy-phenyl)-propan-2-ol). Isolated yield 94.2%. As a reaction SMILES: [CH3:1][Mg]Br.[NH2:4][C:5]1[CH:10]=[C:9]([O:11][CH3:12])[C:8]([C:13](=[O:15])[CH3:14])=[C:7]([O:16][CH3:17])[CH:6]=1.[Cl-].[NH4+]>O1CCCC1.O>[NH2:4][C:5]1[CH:6]=[C:7]([O:16][CH3:17])[C:8]([C:13]([OH:15])([CH3:1])[CH3:14])=[C:9]([O:11][CH3:12])[CH:10]=1 |f:2.3|. Reported procedure: To a solution of methyl magnesium bromide (3M in ether, 16.8 mL, 50.5 mmol) in anhydrous tetrahydrofuran (20 mL), cooled in an ice bath, was added 1-(4-amino-2,6-dimethoxy-phenyl)-ethanone (2.19 g, 11.2 mmol-dissolved in 65 mL anhydrous tetrahydrofuran), maintaining the reaction temperature below 10° C. After stirring 4 hours at room temperature, 10% ammonium chloride (20 mL) was added, maintaining the temperature of the reaction below 20° C. (with the use of an ice bath) during the addition. Th... The reactants are CC1=CC=C(C=C1)S(=O)(=O)OC[C@@H](C=1C=NC(=CC1)C(F)(F)F)O ((R)-2-hydroxy-2-(6-(trifluoromethyl)pyridin-3-yl)ethyl 4-methylbenzenesulfonate), [OH-].[K+] (potassium hydroxide). The solvent is C1CCOC1 (THF). Reaction conditions: time 40 minute. Product: O1[C@@H](C1)C=1C=CC(=NC1)C(F)(F)F ((R)-5-(Oxiran-2-yl)-2-(trifluoromethyl)pyridine). RXN SMILES: CC1C=CC(S(O[CH2:12][C@H:13]([OH:24])[C:14]2[CH:15]=[N:16][C:17]([C:20]([F:23])([F:22])[F:21])=[CH:18][CH:19]=2)(=O)=O)=CC=1.[OH-].[K+]>C1COCC1>[O:24]1[CH2:12][C@H:13]1[C:14]1[CH:19]=[CH:18][C:17]([C:20]([F:21])([F:22])[F:23])=[N:16][CH:15]=1 |f:1.2|. Reported procedure: To a stirred solution of (R)-2-hydroxy-2-(6-(trifluoromethyl)pyridin-3-yl)ethyl 4-methylbenzenesulfonate (1.0 g, 2.77 mmol) in THF (50 mL) was added powder potassium hydroxide (464 mg, 8.28 mmol) in small portions. The mixture was stirred for 40 minutes and TLC indicated completion of the reaction. The mixture was filtered through Celite and the filter cake was washed with acetonitrile (50 mL). The filtrate was carefully concentrated to a half volume and the obtained expoxide solution was used d... Starting materials: C1(CC1)COC1=C(C=C(C=C1)F)C1=C2C(=NC=C1)C(=C(N2COCC[Si](C)(C)C)C)C(=O)O (7-[2-(cyclopropylmethoxy)-5-fluorophenyl]-2-methyl-1-{[2-(trimethylsilyl)ethoxy]methyl}-1H-pyrrolo[3,2-b]pyridine-3-carboxylic acid), NC1CCN(CC1)C(=O)OC(C)(C)C (tert-butyl 4-amino-piperidine-1-carboxylate). Yields the product C1(CC1)COC1=C(C=C(C=C1)F)C1=C2C(=NC=C1)C(=C(N2COCC[Si](C)(C)C)C)C(=O)NC2CCN(CC2)C(=O)OC(C)(C)C (tert-Butyl 4-{[(7-[2-(cyclopropylmethoxy)-5-fluorophenyl]-2-methyl-1-{[2-(trimethylsilyl)ethoxy]methyl}-1H-pyrrolo[3,2-b]pyridin-3-yl)carbonyl]amino}piperidine-1-carboxylate). As a reaction SMILES: [CH:1]1([CH2:4][O:5][C:6]2[CH:11]=[CH:10][C:9]([F:12])=[CH:8][C:7]=2[C:13]2[CH:18]=[CH:17][N:16]=[C:15]3[C:19]([C:31]([OH:33])=O)=[C:20]([CH3:30])[N:21]([CH2:22][O:23][CH2:24][CH2:25][Si:26]([CH3:29])([CH3:28])[CH3:27])[C:14]=23)[CH2:3][CH2:2]1.[NH2:34][CH:35]1[CH2:40][CH2:39][N:38]([C:41]([O:43][C:44]([CH3:47])([CH3:46])[CH3:45])=[O:42])[CH2:37][CH2:36]1>>[CH:1]1([CH2:4][O:5][C:6]2[CH:11]=[CH:10][C:9]([F:12])=[CH:8][C:7]=2[C:13]2[CH:18]=[CH:17][N:16]=[C:15]3[C:19]([C:31]([NH:34][CH:35]4[CH2:36][CH2:37][N:38]([C:41]([O:43][C:44]([CH3:47])([CH3:46])[CH3:45])=[O:42])[CH2:39][CH2:40]4)=[O:33])=[C:20]([CH3:30])[N:21]([CH2:22][O:23][CH2:24][CH2:25][Si:26]([CH3:28])([CH3:27])[CH3:29])[C:14]=23)[CH2:3][CH2:2]1. Reported procedure: Starting from 7-[2-(cyclopropylmethoxy)-5-fluorophenyl]-2-methyl-1-{[2-(trimethylsilyl)ethoxy]methyl}-1H-pyrrolo[3,2-b]pyridine-3-carboxylic acid (example D.c3) and commercially available tert-butyl 4-amino-piperidine-1-carboxylate the title compound is obtained as pale yellow viscous oil.